From a dataset of the Open Reaction Database (ORD), a public repository of structured organic reaction records. describe an organic reaction: reactants, conditions, products, and yield The reactants are O=C(Cl)Oc1ccc([N+](=O)[O-])cc1, ClCCl, Nc1nc2ccccc2s1, c1ccncc1. Yields the product O=C(Nc1nc2ccccc2s1)Oc1ccc([N+](=O)[O-])cc1. RXN SMILES: [Cl:11][C:12](=[O:13])[O:14][c:15]1[cH:16][cH:17][c:18]([N+:21](=[O:22])[O-:23])[cH:19][cH:20]1.[Cl:30][CH2:31][Cl:32].[NH2:1][c:2]1[s:3][c:4]2[c:5]([n:6]1)[cH:7][cH:8][cH:9][cH:10]2.[cH:24]1[cH:25][cH:26][n:27][cH:28][cH:29]1>>[NH:1]([c:2]1[s:3][c:4]2[c:5]([n:6]1)[cH:7][cH:8][cH:9][cH:10]2)[C:12](=[O:13])[O:14][c:15]1[cH:16][cH:17][c:18]([N+:21](=[O:22])[O-:23])[cH:19][cH:20]1. The reactants are Brc1ccncc1, CC(C)(C)[O-], Cc1ccccc1, CCOC(C)=O, CC(C)(C)OC(=O)N1CCNCC1, [Na+], CC(=O)[O-], CC(=O)[O-], O, [Pd+2], c1ccc(P(c2ccccc2)c2ccc3ccccc3c2-c2c(P(c3ccccc3)c3ccccc3)ccc3ccccc23)cc1. Yields the product CC(C)(C)OC(=O)N1CCN(c2ccncc2)CC1. As a reaction SMILES: [Br:1][c:2]1[cH:3][cH:4][n:5][cH:6][cH:7]1.[CH3:21][C:22]([CH3:23])([O-:24])[CH3:25].[CH3:73][c:74]1[cH:75][cH:76][cH:77][cH:78][cH:79]1.[CH3:80][CH2:81][O:82][C:83](=[O:84])[CH3:85].[N:8]1([C:14](=[O:15])[O:16][C:17]([CH3:18])([CH3:19])[CH3:20])[CH2:9][CH2:10][NH:11][CH2:12][CH2:13]1.[Na+:26].[O-:87][C:88]([CH3:89])=[O:90].[O-:91][C:92]([CH3:93])=[O:94].[OH2:95].[Pd+2:86].[cH:27]1[cH:28][cH:29][c:30]([P:31]([c:32]2[cH:33][cH:34][c:35]3[c:36]([cH:37][cH:38][cH:39][cH:40]3)[c:41]2-[c:42]2[c:43]3[c:44]([cH:45][cH:46][cH:47][cH:48]3)[cH:49][cH:50][c:51]2[P:52]([c:53]2[cH:54][cH:55][cH:56][cH:57][cH:58]2)[c:59]2[cH:60][cH:61][cH:62][cH:63][cH:64]2)[c:65]2[cH:66][cH:67][cH:68][cH:69][cH:70]2)[cH:71][cH:72]1>>[c:2]1([N:11]2[CH2:10][CH2:9][N:8]([C:14](=[O:15])[O:16][C:17]([CH3:18])([CH3:19])[CH3:20])[CH2:13][CH2:12]2)[cH:3][cH:4][n:5][cH:6][cH:7]1. Yields the product Cc1nc(S(C)(=O)=O)ccc1Oc1ncnc2c1cnn2C1CCN(C(=O)OC(C)(C)C)CC1. Reactants: CC(C)(C)OC(=O)N1CCC(n2ncc3c(Cl)ncnc32)CC1, O=C([O-])[O-], Cc1nc(S(C)(=O)=O)ccc1O, CCOC(C)=O, CN(C)C=O, [K+], [K+], O. As a reaction SMILES: [C:1]([CH3:2])([CH3:3])([CH3:4])[O:5][C:6](=[O:7])[N:8]1[CH2:9][CH2:10][CH:11]([n:14]2[n:15][cH:16][c:17]3[c:18]2[n:19][cH:20][n:21][c:22]3[Cl:23])[CH2:12][CH2:13]1.[C:36](=[O:37])([O-:38])[O-:39].[CH3:24][S:25](=[O:26])(=[O:27])[c:28]1[cH:29][cH:30][c:31]([OH:35])[c:32]([CH3:34])[n:33]1.[CH3:42][CH2:43][O:44][C:45](=[O:46])[CH3:47].[CH3:48][N:49]([CH3:50])[CH:51]=[O:52].[K+:40].[K+:41].[OH2:53]>>[C:1]([CH3:2])([CH3:3])([CH3:4])[O:5][C:6](=[O:7])[N:8]1[CH2:9][CH2:10][CH:11]([n:14]2[n:15][cH:16][c:17]3[c:18]2[n:19][cH:20][n:21][c:22]3[O:35][c:31]2[cH:30][cH:29][c:28]([S:25]([CH3:24])(=[O:26])=[O:27])[n:33][c:32]2[CH3:34])[CH2:12][CH2:13]1. Reactants: [N+](=O)([O-])C=1C=CC(=C(C=O)C1)OCCC (5-nitro-2-propyloxybenzaldehyde), OCC1=C(C=CC(=C1)[N+](=O)[O-])O (2-hydroxymethyl-4-nitrophenol). The product is [N+](=O)([O-])C=1C=CC(=C(CO)C1)OCCC (5-nitro-2-propyloxy-benzylalcohol). Yield: 93.0%. As a reaction SMILES: [N+:1]([C:4]1[CH:5]=[CH:6][C:7]([O:12][CH2:13][CH2:14][CH3:15])=[C:8]([CH:11]=1)[CH:9]=[O:10])([O-:3])=[O:2].OCC1C=C([N+]([O-])=O)C=CC=1O>>[N+:1]([C:4]1[CH:5]=[CH:6][C:7]([O:12][CH2:13][CH2:14][CH3:15])=[C:8]([CH:11]=1)[CH2:9][OH:10])([O-:3])=[O:2]. Procedure details: This compound was prepared by reduction of 5-nitro-2-propyloxybenzaldehyde using a method similar to that described for preparing 2-hydroxymethyl-4-nitrophenol in 93% yield: MP (No Sample left for MP); 1H NMR (400 MHz, DMSO-d6) 8.22 (d, 1H, J=2.6 Hz), 8.13 (dd, 1H, J=2.9 and 9.2 Hz), 7.14 (d, 1H, J=9.2 Hz), 5.41 (t, 1H, J=5.5 Hz), 4.52 (d, 2H, J=5.8 Hz), 4.08 (t, 2H, J=6.2), 1.75 (m, 2H), 0.98 (t, 3H, J=7.6 Hz). Starting materials: C#CCBr, CC(C)=O, [K+], [K+], O=C([O-])[O-], CCC(=O)c1ccc(O)cc1O. Yields the product C#CCOc1ccc(C(=O)CC)c(O)c1. As a reaction SMILES: [Br:13][CH2:14][C:15]#[CH:16].[CH3:23][C:24](=[O:25])[CH3:26].[K+:17].[K+:18].[O-:19][C:20]([O-:21])=[O:22].[OH:1][c:2]1[c:3]([C:9]([CH2:10][CH3:11])=[O:12])[cH:4][cH:5][c:6]([OH:8])[cH:7]1>>[OH:1][c:2]1[c:3]([C:9]([CH2:10][CH3:11])=[O:12])[cH:4][cH:5][c:6]([O:8][CH2:16][C:15]#[CH:14])[cH:7]1. Reactants: N1N=CC(=C1)O (1H-Pyrazol-4-ol), BrC=1C=NC=C(C1COC1OCCCC1)Cl (3-bromo-5-chloro-4-(tetrahydro-pyran-2-yloxymethyl)-pyridine), BrC1=CC(=NC2=C(C=CC=C12)O)C (4-bromo-2-methyl-quinolin-8-ol), CC1=NC2=C(C=CC=C2C(=C1)C=1N(C=CN1)C)O (2-methyl-4-(1-methyl-1H-imidazol-2-yl)-quinolin-8-ol). Product: CC1=NC2=C(C=CC=C2C(=C1)C1=NN(C=C1OC1OCCCC1)C1OCCCC1)O (2-Methyl-4-[1-(tetrahydro-pyran-2-yl)-4-(tetrahydro-pyran-2-yloxy)-1H-pyrazol-3-yl]-quinolin-8-ol). As a reaction SMILES: [NH:1]1[CH:5]=[C:4]([OH:6])[CH:3]=[N:2]1.BrC1C=NC=C(Cl)C=1CO[CH:16]1[CH2:21][CH2:20][CH2:19][CH2:18][O:17]1.Br[C:24]1[C:33]2[C:28](=[C:29]([OH:34])[CH:30]=[CH:31][CH:32]=2)[N:27]=[C:26]([CH3:35])[CH:25]=1.CC1C=C(C2N(C)C=CN=2)[C:44]2C(=[C:40]([OH:53])[CH:41]=[CH:42][CH:43]=2)N=1>>[CH3:35][C:26]1[CH:25]=[C:24]([C:5]2[C:4]([O:6][CH:44]3[CH2:43][CH2:42][CH2:41][CH2:40][O:53]3)=[CH:3][N:2]([CH:18]3[CH2:19][CH2:20][CH2:21][CH2:16][O:17]3)[N:1]=2)[C:33]2[C:28](=[C:29]([OH:34])[CH:30]=[CH:31][CH:32]=2)[N:27]=1. Reported procedure: THP protection of 1H-Pyrazol-4-ol (420 mg. 2.06 mmol) according to the synthesis of 3-bromo-5-chloro-4-(tetrahydro-pyran-2-yloxymethyl)-pyridine subsequent coupling with 4-bromo-2-methyl-quinolin-8-ol according to the synthesis of 2-methyl-4-(1-methyl-1H-imidazol-2-yl)-quinolin-8-ol and flash chromatographic purification yielded the title compound. MS (m/z): 410.0 [M+H+].